describe an organic reaction: reactants, conditions, products, and yield From a dataset of the Open Reaction Database (ORD), a public repository of structured organic reaction records. The solvent is CCOCC (ether), CCOCC (ether). Procedure details: To a suspension of lithium aluminum hydride (0.2 g) in 50 ml of ether at 0° C. was added dropwise a solution of ethyl 4,4'-dimethylbiphenyl-3-carboxylate (2 g) in ether. After the addition was complete, the mixture was allowed to slowly rise to room temperature, and stirred for 2 hours. Excess reagent was hydrolysed with wet sodium sulfate. The mixture was filtered, the solvent evaporated from the filtrate under reduced pressure, and the residue flash-chromatographed on silica gel, eluting with ... Yields the product OCC=1C=C(C=CC1C)C1=CC=C(C=C1)C (3-hydroxymethyl-4,4'-dimethylbiphenyl). Reaction SMILES: [H-].[Al+3].[Li+].[H-].[H-].[H-].[CH3:7][C:8]1[CH:13]=[CH:12][C:11]([C:14]2[CH:19]=[CH:18][C:17]([CH3:20])=[CH:16][CH:15]=2)=[CH:10][C:9]=1[C:21](OCC)=[O:22].S([O-])([O-])(=O)=O.[Na+].[Na+]>CCOCC>[OH:22][CH2:21][C:9]1[CH:10]=[C:11]([C:14]2[CH:19]=[CH:18][C:17]([CH3:20])=[CH:16][CH:15]=2)[CH:12]=[CH:13][C:8]=1[CH3:7] |f:0.1.2.3.4.5,7.8.9|. Conditions: time 2 hour. Reactants: CC1=C(C=C(C=C1)C1=CC=C(C=C1)C)C(=O)OCC (ethyl 4,4'-dimethylbiphenyl-3-carboxylate), [H-].[Al+3].[Li+].[H-].[H-].[H-] (lithium aluminum hydride), S(=O)(=O)([O-])[O-].[Na+].[Na+] (sodium sulfate). Starting materials: CC=1C(=NC=CC1)CNCC1=NC=CC=C1C (bis-(3-methyl-pyridin-2-ylmethyl)-amine), COC(C1=C(C=CC(=C1)C#N)CBr)=O (2-bromomethyl-5-cyano-benzoic acid methyl ester), CCN(C(C)C)C(C)C (DIPEA). The solvent is CC#N (CH3CN). Product: COC(C1=C(C=CC(=C1)C#N)CN(CC1=NC=CC=C1C)CC1=NC=CC=C1C)=O (2-{[bis-(3-methyl-pyridin-2-ylmethyl)-amino]-methyl}-5-cyano-benzoic acid methyl ester). RXN SMILES: [CH3:1][C:2]1[C:3]([CH2:8][NH:9][CH2:10][C:11]2[C:16]([CH3:17])=[CH:15][CH:14]=[CH:13][N:12]=2)=[N:4][CH:5]=[CH:6][CH:7]=1.[CH3:18][O:19][C:20](=[O:31])[C:21]1[CH:26]=[C:25]([C:27]#[N:28])[CH:24]=[CH:23][C:22]=1[CH2:29]Br.CCN(C(C)C)C(C)C>CC#N>[CH3:18][O:19][C:20](=[O:31])[C:21]1[CH:26]=[C:25]([C:27]#[N:28])[CH:24]=[CH:23][C:22]=1[CH2:29][N:9]([CH2:10][C:11]1[C:16]([CH3:17])=[CH:15][CH:14]=[CH:13][N:12]=1)[CH2:8][C:3]1[C:2]([CH3:1])=[CH:7][CH:6]=[CH:5][N:4]=1. Reported procedure: Using General Procedure A: Reaction of bis-(3-methyl-pyridin-2-ylmethyl)-amine, 2-bromomethyl-5-cyano-benzoic acid methyl ester and DIPEA in CH3CN gave 2-{[bis-(3-methyl-pyridin-2-ylmethyl)-amino]-methyl}-5-cyano-benzoic acid methyl ester as a colorless oil.